This data is from the Open Reaction Database (ORD), a public repository of structured organic reaction records. The task is: describe an organic reaction: reactants, conditions, products, and yield Reactants: CO, O=C(O)C(F)(F)F, CC(C)(C)OC(=O)N1CCN(CCn2cc(-c3cnc(N)c(-c4nc5ccccc5o4)c3)cn2)CC1, N. Yields the product Nc1ncc(-c2cnn(CCN3CCNCC3)c2)cc1-c1nc2ccccc2o1. RXN SMILES: [CH3:45][OH:46].[F:38][C:39]([F:40])([F:41])[C:42]([OH:43])=[O:44].[NH2:1][c:2]1[c:3](-[c:28]2[o:29][c:30]3[c:31]([n:32]2)[cH:33][cH:34][cH:35][cH:36]3)[cH:4][c:5](-[c:8]2[cH:9][n:10][n:11]([CH2:13][CH2:14][N:15]3[CH2:16][CH2:17][N:18]([C:21]([O:22][C:23]([CH3:24])([CH3:25])[CH3:26])=[O:27])[CH2:19][CH2:20]3)[cH:12]2)[cH:6][n:7]1.[NH3:37]>>[NH2:1][c:2]1[c:3](-[c:28]2[o:29][c:30]3[c:31]([n:32]2)[cH:33][cH:34][cH:35][cH:36]3)[cH:4][c:5](-[c:8]2[cH:9][n:10][n:11]([CH2:13][CH2:14][N:15]3[CH2:16][CH2:17][NH:18][CH2:19][CH2:20]3)[cH:12]2)[cH:6][n:7]1.